From a dataset of the Open Reaction Database (ORD), a public repository of structured organic reaction records. describe an organic reaction: reactants, conditions, products, and yield Reactants: O=C(C(=O)O)CCC1=CC=CC=C1 (2-oxo-4-phenylbutyric acid), N[C@@H](CC1=CNC=N1)C(=O)N[C@@H](CC(C)C)C(=O)O (L-histidinyl-L-leucine), C(#N)[BH3-].[Na+] (sodium cyanoborohydride). Yields the product C(=O)(O)C(CCC1=CC=CC=C1)N[C@@H](CC1=CNC=N1)C(=O)N[C@@H](CC(C)C)C(=O)O (N-(1-carboxy-3-phenylpropyl)-L-histidinyl-L-leucine). RXN SMILES: O=[C:2]([CH2:6][CH2:7][C:8]1[CH:13]=[CH:12][CH:11]=[CH:10][CH:9]=1)[C:3]([OH:5])=[O:4].[NH2:14][C@H:15]([C:22]([NH:24][C@H:25]([C:30]([OH:32])=[O:31])[CH2:26][CH:27]([CH3:29])[CH3:28])=[O:23])[CH2:16][C:17]1[N:21]=[CH:20][NH:19][CH:18]=1.C([BH3-])#N.[Na+]>>[C:3]([CH:2]([NH:14][C@H:15]([C:22]([NH:24][C@H:25]([C:30]([OH:32])=[O:31])[CH2:26][CH:27]([CH3:28])[CH3:29])=[O:23])[CH2:16][C:17]1[N:21]=[CH:20][NH:19][CH:18]=1)[CH2:6][CH2:7][C:8]1[CH:13]=[CH:12][CH:11]=[CH:10][CH:9]=1)([OH:5])=[O:4] |f:2.3|. Procedure: In the manner described in example 24, one can condense 2-oxo-4-phenylbutyric acid and L-histidinyl-L-leucine in the presence of sodium cyanoborohydride to yield N-(1-carboxy-3-phenylpropyl)-L-histidinyl-L-leucine.